From a dataset of the Open Reaction Database (ORD), a public repository of structured organic reaction records. describe an organic reaction: reactants, conditions, products, and yield Starting materials: CC1=CC=C(C=C1)SCCCCOC=1C(=CC2=C(C(OC(N2)=O)(C)C)C1)[N+](=O)[O-] (6-[4-(4-methylphenylmercapto)-butoxy]-7-nitro-4,4-dimethyl-4H-3,1-benzoxazin-2-one), OO (hydrogen peroxide). Yields the product CC1=CC=C(C=C1)S(=O)CCCCOC=1C(=CC2=C(C(OC(N2)=O)(C)C)C1)[N+](=O)[O-] (6-[4-(4-Methyl-phenylsulfinyl)-butoxy]-7-nitro-4,4-dimethyl-4H-3,1-benzoxazin-2-one). Reaction SMILES: [CH3:1][C:2]1[CH:7]=[CH:6][C:5]([S:8][CH2:9][CH2:10][CH2:11][CH2:12][O:13][C:14]2[C:15]([N+:27]([O-:29])=[O:28])=[CH:16][C:17]3[NH:22][C:21](=[O:23])[O:20][C:19]([CH3:25])([CH3:24])[C:18]=3[CH:26]=2)=[CH:4][CH:3]=1.[OH:30]O>>[CH3:1][C:2]1[CH:3]=[CH:4][C:5]([S:8]([CH2:9][CH2:10][CH2:11][CH2:12][O:13][C:14]2[C:15]([N+:27]([O-:29])=[O:28])=[CH:16][C:17]3[NH:22][C:21](=[O:23])[O:20][C:19]([CH3:25])([CH3:24])[C:18]=3[CH:26]=2)=[O:30])=[CH:6][CH:7]=1. Procedure: Prepared analogously to Example 2 from 6-[4-(4-methylphenylmercapto)-butoxy]-7-nitro-4,4-dimethyl-4H-3,1-benzoxazin-2-one and hydrogen peroxide. Starting materials: O=C([O-])[O-], Nc1nc(Cl)ccc1[N+](=O)[O-], [Cs+], [Cs+], C1COCCO1, OB(O)c1cccnc1. Yields the product Nc1nc(-c2cccnc2)ccc1[N+](=O)[O-]. As a reaction SMILES: [C:21](=[O:22])([O-:23])[O-:24].[Cl:1][c:2]1[cH:3][cH:4][c:5]([N+:9](=[O:10])[O-:11])[c:6]([NH2:8])[n:7]1.[Cs+:25].[Cs+:26].[O:27]1[CH2:28][CH2:29][O:30][CH2:31][CH2:32]1.[n:12]1[cH:13][c:14]([B:18]([OH:19])[OH:20])[cH:15][cH:16][cH:17]1>>[c:2]1(-[c:14]2[cH:13][n:12][cH:17][cH:16][cH:15]2)[cH:3][cH:4][c:5]([N+:9](=[O:10])[O-:11])[c:6]([NH2:8])[n:7]1. Starting materials: NC1=CC=C(C=C1)C (1-Amino-4-methylbenzene), C(C)(C)N(C(C)C)CC (N,N-Diisopropylethylamine), C(C)OC1=CC=C(C=C1)S(=O)(=O)Cl (4-ethoxy-benzenesulfonyl chloride). Solvent: C(Cl)Cl (DCM). Reaction conditions: time 8 hour. Product: desired product, C(C)OC1=CC=C(C=C1)S(=O)(=O)NC1=CC=C(C=C1)C (4-ethoxy-N-(4-methylphenyl)benzenesulfonamide). Isolated yield 93.8%. As a reaction SMILES: [NH2:1][C:2]1[CH:7]=[CH:6][C:5]([CH3:8])=[CH:4][CH:3]=1.C(N(CC)C(C)C)(C)C.[CH2:18]([O:20][C:21]1[CH:26]=[CH:25][C:24]([S:27](Cl)(=[O:29])=[O:28])=[CH:23][CH:22]=1)[CH3:19]>C(Cl)Cl>[CH2:18]([O:20][C:21]1[CH:22]=[CH:23][C:24]([S:27]([NH:1][C:2]2[CH:7]=[CH:6][C:5]([CH3:8])=[CH:4][CH:3]=2)(=[O:29])=[O:28])=[CH:25][CH:26]=1)[CH3:19]. Procedure: 1-Amino-4-methylbenzene (1.821 g, 17.0 mmol) was dissolved in DCM (25 mL). N,N-Diisopropylethylamine (3.1 mL, 18.1 mmol) and 4-ethoxy-benzenesulfonyl chloride (2.50 g, 11.3 mmol) were added successively. The reaction mixture was stirred at room temperature overnight and then washed with 10% HCl (2×20 mL) and brine (1×20 mL). Organic phase was dried with sodium sulfate before filtering and removal of solvent. The desired product, e.g. 4-ethoxy-N-(4-methylphenyl)benzenesulfonamide (3.087 g, 94%), ...